This data is from the Open Reaction Database (ORD), a public repository of structured organic reaction records. The task is: describe an organic reaction: reactants, conditions, products, and yield Reactants: Cl.S1C(=CC=C1)C=CC1CCCCC(N1)=N (hexahydro-7-[2-(2-thienyl)ethenyl]-2H-azepin-2-imine, monohydrochloride). The reagents and catalysts are [Pd] (Pd on carbon). The solvent is CCO (EtOH). Product: Cl.S1C(=CC=C1)CCC1CCCCC(N1)=N (hexahydro-7-[2-(2-thienyl)ethyl]-2H-azepin-2-imine, monohydrochloride). Reaction SMILES: [ClH:1].[S:2]1[CH:6]=[CH:5][CH:4]=[C:3]1[CH:7]=[CH:8][CH:9]1[NH:15][C:14](=[NH:16])[CH2:13][CH2:12][CH2:11][CH2:10]1>CCO.[Pd]>[ClH:1].[S:2]1[CH:6]=[CH:5][CH:4]=[C:3]1[CH2:7][CH2:8][CH:9]1[NH:15][C:14](=[NH:16])[CH2:13][CH2:12][CH2:11][CH2:10]1 |f:0.1,4.5|. Procedure: The title material of Example 175 in EtOH is hydrogenated over 10% Pd on carbon catalyst in a standard Parr apparatus by the method of Example 35 to generate the title product. Reactants: ClC1=C(C(=O)O)C=CC(=C1)[N+](=O)[O-] (2-chloro-4-nitrobenzoic acid), CSSC (methyldisulfide), [OH-].[Na+] (sodium hydroxide). Reagents/catalysts: [Cu] (copper). Solvent: CC(=O)N(C)C (DMA). Run at temperature 135 celsius, time 90 minute. Product: CSC1=C(C(=O)O)C=CC(=C1)[N+](=O)[O-] (2-(methylsulfanyl)-4-nitrobenzoic acid). Reaction SMILES: Cl[C:2]1[CH:10]=[C:9]([N+:11]([O-:13])=[O:12])[CH:8]=[CH:7][C:3]=1[C:4]([OH:6])=[O:5].[CH3:14][S:15]SC.[OH-].[Na+]>CC(N(C)C)=O.[Cu]>[CH3:14][S:15][C:2]1[CH:10]=[C:9]([N+:11]([O-:13])=[O:12])[CH:8]=[CH:7][C:3]=1[C:4]([OH:6])=[O:5] |f:2.3|. Procedure: A stirred mixture of 2-chloro-4-nitrobenzoic acid (24.2 g, 120 mmol), methyldisulfide (5.6 mL), copper powder (7.6 g) in 160 mL of DMA was heated to 135° C. during 1 hours, kept at that temperature for 90 minutes, and then heated at 165° C. for 2 hours. After the reaction was completed, the solvent was removed in vacuum to afford the crude compound, which was poured into 40% w/v aqueous sodium hydroxide solution. The mixture was filtered and the filtrate was washed with EtOAc and the aqueous lay... Reactants: COC(=O)N1CC[C@@H]2[C@](CCC[C@H]12)(C#CC=1C=C(C=CC1)C)O ((3aS,4R,7aS)-4-hydroxy-4-m-tolylethynyl-octahydro-indole-1-carboxylic acid methyl ester), C(C1=CN=CC=C1)(=O)O (nicotinic acid). Yields the product C(C1=CN=CC=C1)(=O)O[C@@]1([C@@H]2CCN([C@@H]2CCC1)C(=O)OC)C#CC=1C=C(C=CC1)C ((3aR,4S,7aR)-methyl 4-(nicotinoyloxy)-4-(m-tolylethynyl)octahydro-1H-indole-1-carboxylate). As a reaction SMILES: [CH3:1][O:2][C:3]([N:5]1[C@@H:13]2[C@@H:8]([C@@:9]([OH:23])([C:14]#[C:15][C:16]3[CH:17]=[C:18]([CH3:22])[CH:19]=[CH:20][CH:21]=3)[CH2:10][CH2:11][CH2:12]2)[CH2:7][CH2:6]1)=[O:4].[C:24](O)(=[O:31])[C:25]1[CH:30]=[CH:29][CH:28]=[N:27][CH:26]=1>>[C:24]([O:23][C@@:9]1([C:14]#[C:15][C:16]2[CH:17]=[C:18]([CH3:22])[CH:19]=[CH:20][CH:21]=2)[CH2:10][CH2:11][CH2:12][C@@H:13]2[C@H:8]1[CH2:7][CH2:6][N:5]2[C:3]([O:2][CH3:1])=[O:4])(=[O:31])[C:25]1[CH:30]=[CH:29][CH:28]=[N:27][CH:26]=1. Procedure details: Synthesis in analogy to the General Method 1 starting from (3aS,4R,7aS)-4-hydroxy-4-m-tolylethynyl-octahydro-indole-1-carboxylic acid methyl ester and nicotinic acid to yield (3aR,4S,7aR)-methyl 4-(nicotinoyloxy)-4-(m-tolylethynyl)octahydro-1H-indole-1-carboxylate. MS [M+H]=419; RT=3.553 min; HPLC Method III The reactants are FC1=C(C=CC(=C1)O)N1N=NN(C1=O)CCCF (1-(2-fluoro-4-hydroxyphenyl)-1,4-dihydro-4-(3-fluoropropyl)-5H-tetrazol-5-one), ClCC1=C(OC(C(=O)OC)C)C=C(C=C1)C (Methyl 2-(2-chloromethyl-5-methylphenoxy)propionate), C([O-])([O-])=O.[K+].[K+] (potassium carbonate). The solvent is CN(C=O)C (N,N-dimethylformamide). Yields the product FCCCN1N=NN(C1=O)C1=C(C=C(OCC2=C(OC(C(=O)OC)C)C=C(C=C2)C)C=C1)F (methyl 2-[2-[4-[1,4-dihydro-4-(3-fluoropropyl)-5H-tetrazol-5-on-1-yl]-3-fluorophenoxymethyl]-5-methylphenoxy]propionate). Yield: 27.5%. Reaction SMILES: [F:1][C:2]1[CH:7]=[C:6]([OH:8])[CH:5]=[CH:4][C:3]=1[N:9]1[C:13](=[O:14])[N:12]([CH2:15][CH2:16][CH2:17][F:18])[N:11]=[N:10]1.Cl[CH2:20][C:21]1[CH:33]=[CH:32][C:31]([CH3:34])=[CH:30][C:22]=1[O:23][CH:24]([CH3:29])[C:25]([O:27][CH3:28])=[O:26].C(=O)([O-])[O-].[K+].[K+]>CN(C)C=O>[F:18][CH2:17][CH2:16][CH2:15][N:12]1[C:13](=[O:14])[N:9]([C:3]2[CH:4]=[CH:5][C:6]([O:8][CH2:20][C:21]3[CH:33]=[CH:32][C:31]([CH3:34])=[CH:30][C:22]=3[O:23][CH:24]([CH3:29])[C:25]([O:27][CH3:28])=[O:26])=[CH:7][C:2]=2[F:1])[N:10]=[N:11]1 |f:2.3.4|. Procedure details: By the method Example 1, Step K, 0.85 g (0.0033 mole) of 1-(2-fluoro-4-hydroxyphenyl)-1,4-dihydro-4-(3-fluoropropyl)-5H-tetrazol-5-one and 1.21 g (0.0050 mole) of methyl 2-(2-chloromethyl-5-methylphenoxy)propionate (Example 1, Step J) were reacted in the presence of 0.70 g (0.0050 mole) of anhydrous potassium carbonate in 60 mL of N,N-dimethylformamide, yielding 0.42 g of methyl 2-[2-[4-[1,4-dihydro-4-(3-fluoropropyl)-5H-tetrazol-5-on-1-yl]-3-fluorophenoxymethyl]-5-methylphenoxy]propionate as an... The reactants are Cl.C(C)OC([C@H](C[C@@H](CC1=CC=C(C=C1)C1=CC=CC=C1)N)C)=O ((2S,4S)-4-amino-5-biphenyl-4-yl-2-methylpentanoic acid ethyl ester hydrochloride), 3-b, C(C)OC([C@@H](C[C@@H](CC1=CC=C(C=C1)C1=CC=CC=C1)N1C(CCC1=O)=O)C)=O ((2R,4S)-5-Biphenyl-4-yl-4-(2,5-dioxopyrrolidin-1-yl)-2-methylpentanoic acid ethyl ester). The solvent is C(C)(=O)OC(C)C (isopropyl acetate). Run at temperature 55 celsius, time 1 hour. Yields the product C1(=CC=C(C=C1)C[C@@H]1C[C@@H](C(N1)=O)C)C1=CC=CC=C1 ((3S,5S)-5-biphenyl-4-ylmethyl-3-methylpyrrolidin-2-one), C1(=CC=C(C=C1)C[C@@H]1C[C@H](C(N1CN1CCCC1)=O)C)C1=CC=CC=C1 ((3R,5S)-5-biphenyl-4-ylmethyl-3-methyl-1-pyrrolidin-1-ylmethylpyrrolidin-2-one). Reaction SMILES: Cl.C([O:4][C:5](=[O:24])[C@@H:6]([CH3:23])[CH2:7][C@H:8]([NH2:22])[CH2:9][C:10]1[CH:15]=[CH:14][C:13]([C:16]2[CH:21]=[CH:20][CH:19]=[CH:18][CH:17]=2)=[CH:12][CH:11]=1)C.C(OC(=O)[C@H](C)C[C@H:31]([N:45]1[C:49](=O)[CH2:48][CH2:47][C:46]1=O)CC1C=CC(C2C=CC=CC=2)=CC=1)C>C(OC(C)C)(=O)C>[C:13]1([C:16]2[CH:21]=[CH:20][CH:19]=[CH:18][CH:17]=2)[CH:14]=[CH:15][C:10]([CH2:9][C@H:8]2[NH:22][C:5](=[O:4])[C@@H:6]([CH3:23])[CH2:7]2)=[CH:11][CH:12]=1.[C:13]1([C:16]2[CH:17]=[CH:18][CH:19]=[CH:20][CH:21]=2)[CH:12]=[CH:11][C:10]([CH2:9][C@H:8]2[N:22]([CH2:31][N:45]3[CH2:49][CH2:48][CH2:47][CH2:46]3)[C:5](=[O:24])[C@H:6]([CH3:23])[CH2:7]2)=[CH:15][CH:14]=1 |f:0.1|. Reported procedure: To a mixture of (2S,4S)-4-amino-5-biphenyl-4-yl-2-methylpentanoic acid ethyl ester hydrochloride (3-b, R1=R2=H, R3=Et) [9:1 diastereoisomer mixture [(2S,4S):(2R,4S)]] (840 mg) in isopropyl acetate (10 ml) triethylamine (418 mg) is added. The mixture is then stirred at 55° C. for 1 h and then filtered. The filtrate is heated at reflux for 24 hours. To the mixture is added saturated ammonium chloride solution and the phases are separated. The organic layer is concentrated to dryness. The residue i...